From a dataset of the Open Reaction Database (ORD), a public repository of structured organic reaction records. describe an organic reaction: reactants, conditions, products, and yield Starting materials: CC(=O)[O-], COCC(=O)CC(=O)OC, CCO, Cl, Nc1cc2c(cc1F)OC(F)(F)O2, O=N[O-], [Na+], [Na+], O. Product: COCC(=O)C(=NNc1cc2c(cc1F)OC(F)(F)O2)C(=O)OC. As a reaction SMILES: [C:28]([O-:29])(=[O:30])[CH3:31].[CH3:18][O:19][CH2:20][C:21]([CH2:22][C:23](=[O:24])[O:25][CH3:26])=[O:27].[CH3:35][CH2:36][OH:37].[ClH:33].[F:1][C:2]1([F:13])[O:3][c:4]2[c:5]([cH:7][c:8]([F:12])[c:9]([NH2:11])[cH:10]2)[O:6]1.[N:14]([O-:15])=[O:16].[Na+:17].[Na+:32].[OH2:34]>>[F:1][C:2]1([F:13])[O:3][c:4]2[c:5]([cH:7][c:8]([F:12])[c:9]([NH:11][N:14]=[C:22]([C:21]([CH2:20][O:19][CH3:18])=[O:27])[C:23](=[O:24])[O:25][CH3:26])[cH:10]2)[O:6]1. Starting materials: Fc1cc(CBr)ccn1, CN1C(=O)C(=O)c2cc(S(=O)(=O)N3CCCC3COc3ccccc3)ccc21, O=C1Nc2ccc(S(=O)(=O)N3CCC3COc3ccccc3)cc2C1=O. Product: O=C1C(=O)N(Cc2ccnc(F)c2)c2ccc(S(=O)(=O)N3CCC3COc3ccccc3)cc21. As a reaction SMILES: [Br:55][CH2:56][c:57]1[cH:58][c:59]([F:63])[n:60][cH:61][cH:62]1.[CH3:1][N:2]1[c:3]2[c:4]([cH:5][c:6]([S:7]([N:8]3[CH2:9][CH2:10][CH2:11][CH:12]3[CH2:13][O:14][c:15]3[cH:16][cH:17][cH:18][cH:19][cH:20]3)(=[O:21])=[O:22])[cH:23][cH:24]2)[C:25](=[O:26])[C:27]1=[O:28].[O:29]([c:30]1[cH:31][cH:32][cH:33][cH:34][cH:35]1)[CH2:36][CH:37]1[N:38]([S:41](=[O:42])(=[O:43])[c:44]2[cH:45][c:46]3[c:50]([cH:51][cH:52]2)[NH:49][C:48](=[O:53])[C:47]3=[O:54])[CH2:39][CH2:40]1>>[O:29]([c:30]1[cH:31][cH:32][cH:33][cH:34][cH:35]1)[CH2:36][CH:37]1[N:38]([S:41](=[O:42])(=[O:43])[c:44]2[cH:45][c:46]3[c:50]([cH:51][cH:52]2)[N:49]([CH2:56][c:57]2[cH:58][c:59]([F:63])[n:60][cH:61][cH:62]2)[C:48](=[O:53])[C:47]3=[O:54])[CH2:39][CH2:40]1. Reactants: O=C([O-])O, [BH3-]C#N, CC(=O)O, CO, CN(C)Nc1ccc2cc(-c3ccccc3C(F)(F)F)[nH]c(=O)c2c1, [Na+], [Na+]. Yields the product CN(C)N(C)c1ccc2cc(-c3ccccc3C(F)(F)F)[nH]c(=O)c2c1. As a reaction SMILES: [C:34](=[O:35])([OH:36])[O-:37].[C:5]([BH3-:6])#[N:7].[CH3:1][C:2](=[O:3])[OH:4].[CH3:39][OH:40].[CH3:9][N:10]([NH:11][c:12]1[cH:13][cH:14][c:15]2[cH:16][c:17](-[c:23]3[c:24]([C:29]([F:30])([F:31])[F:32])[cH:25][cH:26][cH:27][cH:28]3)[nH:18][c:19](=[O:22])[c:20]2[cH:21]1)[CH3:33].[Na+:38].[Na+:8]>>[CH3:1][N:11]([N:10]([CH3:9])[CH3:33])[c:12]1[cH:13][cH:14][c:15]2[cH:16][c:17](-[c:23]3[c:24]([C:29]([F:30])([F:31])[F:32])[cH:25][cH:26][cH:27][cH:28]3)[nH:18][c:19](=[O:22])[c:20]2[cH:21]1. Reactants: C(C)(=O)O[BH-](OC(C)=O)OC(C)=O.[Na+] (sodium triacetoxyborohydride), C(=O)(O)[O-].[Na+] (NaHCO3), OC1(CCC(CC1)NC=1C(=C(C(=O)OC)C=CC1)C)C (methyl 3-((4-hydroxy-4-methylcyclohexyl)amino)-2-methylbenzoate), C(C)=O (acetaldehyde), C(C)(=O)O (acetic acid). Run in ClC(C)Cl (dichloroethane). Conditions: time 20 minute. The product is C(C)N(C=1C(=C(C(=O)OC)C=CC1)C)C1CCC(CC1)(C)O (methyl 3-(ethyl(4-hydroxy-4-methylcyclohexyl)amino)-2-methylbenzoate). The yield is 92.1%. RXN SMILES: [OH:1][C:2]1([CH3:20])[CH2:7][CH2:6][CH:5]([NH:8][C:9]2[C:10]([CH3:19])=[C:11]([CH:16]=[CH:17][CH:18]=2)[C:12]([O:14][CH3:15])=[O:13])[CH2:4][CH2:3]1.[CH:21](=O)[CH3:22].C(O)(=O)C.C(O[BH-](OC(=O)C)OC(=O)C)(=O)C.[Na+].C([O-])(O)=O.[Na+]>ClC(Cl)C>[CH2:21]([N:8]([CH:5]1[CH2:6][CH2:7][C:2]([OH:1])([CH3:20])[CH2:3][CH2:4]1)[C:9]1[C:10]([CH3:19])=[C:11]([CH:16]=[CH:17][CH:18]=1)[C:12]([O:14][CH3:15])=[O:13])[CH3:22] |f:3.4,5.6|. Procedure details: To a stirred solution of methyl 3-((4-hydroxy-4-methylcyclohexyl)amino)-2-methylbenzoate (1.4 g, 5.05 mmol) and acetaldehyde (0.7 ml, 13 mmol) in 20 ml of dichloroethane was added acetic acid (1.7 mL, 30 mmol) and the reaction mixture was stirred at room temperature for 20 minutes. The reaction mixture was cooled to 0° C. and sodium triacetoxyborohydride (3.2 g, 15 mmol) was added and the mixture was stirred at room temperature for overnight. The reaction mixture was neutralized with sat. NaHCO3... Starting materials: BrC=1C=2N(C(=CC1C1=CC=C(C=C1)Cl)C)C(NN2)=O (8-bromo-7-(4-chlorophenyl)-5-methyl-[1,2,4]triazolo[4,3-a]pyridin-3(2H)-one), ClCC=1C(=NC(=CC1)C(F)(F)F)C (3-(chloromethyl)-2-methyl-6-(trifluoromethyl)pyridine), C([O-])([O-])=O.[K+].[K+] (potassium carbonate). Solvent: O (water), CN(C)C=O (DMF). Conditions: temperature 80 celsius, time 1 hour. The product is BrC=1C=2N(C(=CC1C1=CC=C(C=C1)Cl)C)C(N(N2)CC=2C(=NC(=CC2)C(F)(F)F)C)=O (8-bromo-7-(4-chlorophenyl)-5-methyl-2-((2-methyl-6-(trifluoromethyl)pyridin-3-yl)methyl)-[1,2,4]triazolo[4,3-a]pyridin-3(2H)-one). Isolated yield 88.3%. As a reaction SMILES: [Br:1][C:2]1[C:3]2[N:4]([C:16](=[O:19])[NH:17][N:18]=2)[C:5]([CH3:15])=[CH:6][C:7]=1[C:8]1[CH:13]=[CH:12][C:11]([Cl:14])=[CH:10][CH:9]=1.Cl[CH2:21][C:22]1[C:23]([CH3:32])=[N:24][C:25]([C:28]([F:31])([F:30])[F:29])=[CH:26][CH:27]=1.C(=O)([O-])[O-].[K+].[K+]>CN(C=O)C.O>[Br:1][C:2]1[C:3]2[N:4]([C:16](=[O:19])[N:17]([CH2:21][C:22]3[C:23]([CH3:32])=[N:24][C:25]([C:28]([F:31])([F:29])[F:30])=[CH:26][CH:27]=3)[N:18]=2)[C:5]([CH3:15])=[CH:6][C:7]=1[C:8]1[CH:9]=[CH:10][C:11]([Cl:14])=[CH:12][CH:13]=1 |f:2.3.4|. Reported procedure: To a solution of 8-bromo-7-(4-chlorophenyl)-5-methyl-[1,2,4]triazolo[4,3-a]pyridin-3(2H)-one (42 mg, 0.124 mmol), and 3-(chloromethyl)-2-methyl-6-(trifluoromethyl)pyridine (39 mg, 0.186 mmol) in anhydrous DMF (0.5 mL) was added anhydrous potassium carbonate (34.6 mg, 0.25 mmol). The resulting suspension was stirred under argon at 80° C. for 1 h. After cooling to room temperature, the reaction mixture was diluted with water (10 mL). The resulting precipitate was filtered, washed with water, and d... The reactants are C(C)OC(=O)C=1N=C(C2=CC=CC=C2C1OC(C)=O)C1=CC=CC=C1 (4-acetoxy-1-phenyl-isoquinoline-3-carboxylic acid ethyl ester), C(=O)(O)[O-].[Na+] (NaHCO3), CCCCO (n-BuOH), OS(=O)(=O)O (H2SO4). Run in CCOC(=O)C (EtOAc). Conditions: time 4 hour. Product: C(C)OC(=O)C=1N=C(C2=CC=CC=C2C1O)C1=CC=CC=C1 (4-Hydroxy-1-phenyl-isoquinoline-3-carboxylic acid ethyl ester). As a reaction SMILES: [CH2:1]([O:3][C:4]([C:6]1[N:7]=[C:8]([C:20]2[CH:25]=[CH:24][CH:23]=[CH:22][CH:21]=2)[C:9]2[C:14]([C:15]=1[O:16]C(=O)C)=[CH:13][CH:12]=[CH:11][CH:10]=2)=[O:5])[CH3:2].CCCCO.OS(O)(=O)=O.C([O-])(O)=O.[Na+]>CCOC(C)=O>[CH2:1]([O:3][C:4]([C:6]1[N:7]=[C:8]([C:20]2[CH:25]=[CH:24][CH:23]=[CH:22][CH:21]=2)[C:9]2[C:14]([C:15]=1[OH:16])=[CH:13][CH:12]=[CH:11][CH:10]=2)=[O:5])[CH3:2] |f:3.4|. Procedure details: A mixture of 4-acetoxy-1-phenyl-isoquinoline-3-carboxylic acid ethyl ester (671 mg, 2 mmol; can be obtained according to D. A. Walsh et al. in J. Med. Chem. 1978, 21, 582-585), n-BuOH (60 ml) and concentrated H2SO4 (1.7 ml) was refluxed with stirring for 4 h before the reaction mixture was added to concentrated aqueous NaHCO3 solution (60 ml) with stirring. Then EtOAc (120 ml) was added and the mixture was stirred vigorously for 15 min. Subsequently, the organic phase was separated, dried over M... Reactants: OCCC(O)CO, COC(OC)OC, O=Cc1ccccc1, ClCCl. The product is OCC1CCOC(c2ccccc2)O1. RXN SMILES: [CH2:1]([CH:2]([CH2:3][CH2:4][OH:5])[OH:6])[OH:7].[CH:16]([O:17][CH3:18])([O:19][CH3:20])[O:21][CH3:22].[CH:8](=[O:9])[c:10]1[cH:11][cH:12][cH:13][cH:14][cH:15]1.[Cl:23][CH2:24][Cl:25]>>[CH2:1]([CH:2]1[CH2:3][CH2:4][O:5][CH:8]([c:10]2[cH:11][cH:12][cH:13][cH:14][cH:15]2)[O:6]1)[OH:7].